The task is: describe an organic reaction: reactants, conditions, products, and yield. This data is from the Open Reaction Database (ORD), a public repository of structured organic reaction records. Product: O=C(c1nc(-c2ccccc2)nc2ccccc12)N1CCCCC1. As a reaction SMILES: [CH2:22]1[CH2:23][CH2:24][NH:25][CH2:26][CH2:27]1.[CH3:33][CH2:34][CH2:35][CH2:36][CH2:37][CH3:38].[Li:28][CH2:29][CH2:30][CH2:31][CH3:32].[O:39]1[CH2:40][CH2:41][CH2:42][CH2:43]1.[c:1]1(-[c:7]2[n:8][c:9]3[cH:10][cH:11][cH:12][cH:13][c:14]3[c:15]([C:17]([O:19][CH2:18][CH3:20])=[O:21])[n:16]2)[cH:2][cH:3][cH:4][cH:5][cH:6]1>>[c:1]1(-[c:7]2[n:8][c:9]3[cH:10][cH:11][cH:12][cH:13][c:14]3[c:15]([C:17](=[O:19])[N:25]3[CH2:24][CH2:23][CH2:22][CH2:27][CH2:26]3)[n:16]2)[cH:2][cH:3][cH:4][cH:5][cH:6]1. Reactants: C1CCNCC1, CCCCCC, [Li]CCCC, C1CCOC1, CCOC(=O)c1nc(-c2ccccc2)nc2ccccc12. Reactants: CCOC(=O)C1CCCC1=O, CC(=O)O, Cc1ccccc1, NCc1ccc(F)cc1. Product: CCOC(=O)C1=C(NCc2ccc(F)cc2)CCC1. RXN SMILES: [CH2:10]([CH3:11])[O:12][C:13](=[O:14])[CH:15]1[C:16](=[O:20])[CH2:17][CH2:18][CH2:19]1.[CH3:21][C:22](=[O:23])[OH:24].[CH3:25][c:26]1[cH:27][cH:28][cH:29][cH:30][cH:31]1.[F:1][c:2]1[cH:3][cH:4][c:5]([CH2:6][NH2:7])[cH:8][cH:9]1>>[F:1][c:2]1[cH:3][cH:4][c:5]([CH2:6][NH:7][C:16]2=[C:15]([C:13]([O:12][CH2:10][CH3:11])=[O:14])[CH2:19][CH2:18][CH2:17]2)[cH:8][cH:9]1. The reactants are COc1cccc2oc(C(=O)O)cc12, Cl, Cl, Cl, NC1CCN(CCN2CCCCCC2)CC1. The product is COc1cccc2oc(C(=O)NC3CCN(CCN4CCCCCC4)CC3)cc12. RXN SMILES: [CH3:1][O:2][c:3]1[cH:4][cH:5][cH:6][c:7]2[c:8]1[cH:9][c:10]([C:12](=[O:13])[OH:14])[o:11]2.[ClH:15].[ClH:16].[ClH:17].[N:18]1([CH2:25][CH2:26][N:27]2[CH2:28][CH2:29][CH:30]([NH2:33])[CH2:31][CH2:32]2)[CH2:19][CH2:20][CH2:21][CH2:22][CH2:23][CH2:24]1>>[CH3:1][O:2][c:3]1[cH:4][cH:5][cH:6][c:7]2[c:8]1[cH:9][c:10]([C:12](=[O:14])[NH:33][CH:30]1[CH2:29][CH2:28][N:27]([CH2:26][CH2:25][N:18]3[CH2:19][CH2:20][CH2:21][CH2:22][CH2:23][CH2:24]3)[CH2:32][CH2:31]1)[o:11]2. The reactants are Cl, [I-], [K+], O=N[O-], Nc1cc(Cl)ccc1O, [Na+], O. Yields the product Oc1ccc(Cl)cc1I. RXN SMILES: [ClH:16].[I-:15].[K+:14].[N:10]([O-:11])=[O:12].[NH2:1][c:2]1[c:3]([OH:9])[cH:4][cH:5][c:6]([Cl:8])[cH:7]1.[Na+:13].[OH2:17]>>[c:2]1([I:15])[c:3]([OH:9])[cH:4][cH:5][c:6]([Cl:8])[cH:7]1. Reactants: BrCC[C@@H]1CC[C@H](CC1)C1=CC=C(C=C1)C1=CC(=C(C=C1)OC(F)(F)F)F (4-(trans-4-(2-bromoethyl)cyclohexyl)-3'-fluoro-4'-trifluoromethoxybiphenyl), [Mg] (magnesium), Cl[Si]1(CCCCC1)CCCCC (1-chloro-1-n-pentyl-silacyclohexane). Solvent: C1CCOC1 (THF), C1CCOC1 (THF). Product: C(CCCC)[Si@@H]1CC[C@H](CC1)CC[C@@H]1CC[C@H](CC1)C1=CC=C(C=C1)C1=CC(=C(C=C1)OC(F)(F)F)F (4-(trans-4-(2-(trans-4-n-pentyl-4-silacyclohexyl)ethyl)cyclohexyl)-3'-fluoro-4'-trifluoromethoxybiphenyl). Yield: 84.1%. RXN SMILES: Br[CH2:2][CH2:3][C@H:4]1[CH2:9][CH2:8][C@H:7]([C:10]2[CH:15]=[CH:14][C:13]([C:16]3[CH:21]=[CH:20][C:19]([O:22][C:23]([F:26])([F:25])[F:24])=[C:18]([F:27])[CH:17]=3)=[CH:12][CH:11]=2)[CH2:6][CH2:5]1.[Mg].Cl[Si:30]1([CH2:36][CH2:37][CH2:38][CH2:39][CH3:40])[CH2:35][CH2:34][CH2:33][CH2:32][CH2:31]1>C1COCC1>[CH2:36]([Si@H:30]1[CH2:31][CH2:32][C@H:33]([CH2:2][CH2:3][C@H:4]2[CH2:9][CH2:8][C@H:7]([C:10]3[CH:15]=[CH:14][C:13]([C:16]4[CH:21]=[CH:20][C:19]([O:22][C:23]([F:26])([F:25])[F:24])=[C:18]([F:27])[CH:17]=4)=[CH:12][CH:11]=3)[CH2:6][CH2:5]2)[CH2:34][CH2:35]1)[CH2:37][CH2:38][CH2:39][CH3:40]. Procedure: 44.5 g (0.1 mol) of 4-(trans-4-(2-bromoethyl)cyclohexyl)-3'-fluoro-4'-trifluoromethoxybiphenyl was dripped into a mixture of 2.5 g (0.11 mol) of magnesium and 300 ml of THF to obtain a Grignard's reagent. This solution was then dripped into a 500 ml THF solution of 20.5 g (0.1 mol) of 1-chloro-1-n-pentyl-silacyclohexane. After a conventional after treatment, 4-(trans-4-(2-(trans-4-n-pentyl-4-silacyclohexyl)ethyl)cyclohexyl)-3'-fluoro-4'-trifluoromethoxybiphenyl was obtained. The silacyclohexane ... Reactants: CC(C)(C)OC(=O)N1CCc2cc(SC#N)c(C(C)(C)C)cc21, CCO, O=P([O-])([O-])[O-], OC(CS)C(O)CS. Product: CC(C)(C)OC(=O)N1CCc2cc(S)c(C(C)(C)C)cc21. RXN SMILES: [C:1]([CH3:2])([CH3:3])([CH3:4])[O:5][C:6](=[O:7])[N:8]1[CH2:9][CH2:10][c:11]2[cH:12][c:13]([S:21][C:22]#[N:23])[c:14]([C:17]([CH3:18])([CH3:19])[CH3:20])[cH:15][c:16]21.[CH3:37][CH2:38][OH:39].[O-:32][P:33](=[O:34])([O-:35])[O-:36].[SH:24][CH2:25][CH:26]([CH:27]([CH2:28][SH:29])[OH:30])[OH:31]>>[C:1]([CH3:2])([CH3:3])([CH3:4])[O:5][C:6](=[O:7])[N:8]1[CH2:9][CH2:10][c:11]2[cH:12][c:13]([SH:21])[c:14]([C:17]([CH3:18])([CH3:19])[CH3:20])[cH:15][c:16]21.